This data is from the Open Reaction Database (ORD), a public repository of structured organic reaction records. The task is: describe an organic reaction: reactants, conditions, products, and yield Reactants: FC=1C=CC2=C(C(CC(O2)C#N)=O)C1 (6-Fluoro-3,4-dihydro-4-oxo-2H-1-benzopyran-2-carbonitrile), O (water), C(C)(=O)OCC (ethyl acetate). The solvent is Cl (hydrochloric acid). Conditions: time 30 minute. Product: FC=1C=CC2=C(C(CC(O2)C(=O)O)=O)C1 (6-Fluoro-3,4-dihydro-4-oxo-2H-1-benzopyran-2-carboxylic acid). Yield: 89.3%. Reaction SMILES: [F:1][C:2]1[CH:3]=[CH:4][C:5]2OC(C#N)[CH2:8][C:7](=[O:13])[C:6]=2[CH:14]=1.[OH2:15].[C:16]([O:19]CC)(=[O:18])[CH3:17]>Cl>[F:1][C:2]1[CH:3]=[CH:4][C:5]2[O:15][CH:17]([C:16]([OH:19])=[O:18])[CH2:8][C:7](=[O:13])[C:6]=2[CH:14]=1. Reported procedure: A solution of 6-fluoro-3,4-dihydro-4-oxo-2H-1-benzopyran-2-carbonitrile (78.3 g, 0.41 mol)(obtained through the process as described in said Item (c) in 760 ml of concentrated hydrochloric acid was heated at reflux temperature for 50 minutes. After cooling the reaction solution, 700 ml of water and 1 liter of ethyl acetate were added to carry out an extraction. Resulting organic layer was evaporated in vacuo to dryness. To the residue, 700 ml of saturated sodium biscarbonate was added and stirre...